Dataset: the Open Reaction Database (ORD), a public repository of structured organic reaction records. Task: describe an organic reaction: reactants, conditions, products, and yield Reactants: ClCCl, N#Cc1cccc(Cc2ccccc2)c1, CCO. Product: CCOC(=N)c1cccc(Cc2ccccc2)c1. RXN SMILES: [CH2:19]([Cl:20])[Cl:21].[CH2:1]([c:2]1[cH:3][cH:4][cH:5][cH:6][cH:7]1)[c:8]1[cH:9][c:10]([C:11]#[N:12])[cH:13][cH:14][cH:15]1.[CH3:16][CH2:17][OH:18]>>[CH2:1]([c:2]1[cH:3][cH:4][cH:5][cH:6][cH:7]1)[c:8]1[cH:9][c:10]([C:11](=[NH:12])[O:18][CH2:17][CH3:16])[cH:13][cH:14][cH:15]1. Starting materials: [BH4-], CO, CN(C)CC1C2CCC(CC2)C1c1ccc([N+](=O)[O-])cc1, Cl, [Na+]. Yields the product COc1ccc(C2C3CCC(CC3)C2CN(C)C)cc1, Cl. Reaction SMILES: [BH4-:1].[CH3:25][OH:26].[CH3:4][N:5]([CH3:6])[CH2:7][CH:8]1[CH:9]([c:16]2[cH:17][cH:18][c:19]([N+:22]([O-:23])=[O:24])[cH:20][cH:21]2)[CH:10]2[CH2:11][CH2:12][CH:13]1[CH2:14][CH2:15]2.[ClH:3].[Na+:2]>>[CH3:4][N:5]([CH3:6])[CH2:7][CH:8]1[CH:9]([c:16]2[cH:17][cH:18][c:19]([O:26][CH3:25])[cH:20][cH:21]2)[CH:10]2[CH2:11][CH2:12][CH:13]1[CH2:14][CH2:15]2.[ClH:3]. Reactants: C, CCN(C(C)C)C(C)C, COc1cc(CCC(=O)c2sc(C)c3c2CCC(C)(C)C3)cc(Cl)c1OCCO, ClCCl, O=S(=O)(Cl)Cl. As a reaction SMILES: [CH4:44].[CH:30]([N:31]([CH2:32][CH3:33])[CH:34]([CH3:35])[CH3:36])([CH3:37])[CH3:38].[Cl:1][c:2]1[cH:3][c:4]([CH2:14][CH2:15][C:16](=[O:17])[c:18]2[s:19][c:20]([CH3:29])[c:21]3[c:22]2[CH2:23][CH2:24][C:25]([CH3:27])([CH3:28])[CH2:26]3)[cH:5][c:6]([O:12][CH3:13])[c:7]1[O:8][CH2:9][CH2:10][OH:11].[Cl:45][CH2:46][Cl:47].[S:39](=[O:40])(=[O:41])([Cl:42])[Cl:43]>>[Cl:1][c:2]1[cH:3][c:4]([CH2:14][CH2:15][C:16](=[O:17])[c:18]2[s:19][c:20]([CH3:29])[c:21]3[c:22]2[CH2:23][CH2:24][C:25]([CH3:27])([CH3:28])[CH2:26]3)[cH:5][c:6]([O:12][CH3:13])[c:7]1[O:8][CH2:9][CH2:10][O:11][S:39](=[O:40])(=[O:41])[CH3:44]. The product is COc1cc(CCC(=O)c2sc(C)c3c2CCC(C)(C)C3)cc(Cl)c1OCCOS(C)(=O)=O. The reactants are C(C1=CC=CC=C1)[C@H]1COC[C@@H](C(O[C@H]([C@@H]1OCC(C)O)C)=O)NC(C1=NC=CC(=C1O)OC)=O (N-((3S,7S,8R,9S)-7-benzyl-8-(2-hydroxypropoxy)-9-methyl-2-oxo-1,5-dioxonan-3-yl)-3-hydroxy-4-methoxypicolinamide), ClC(=O)OC(C)C (isopropyl chloroformate), C(Cl)Cl (CH2Cl2). The reagents and catalysts are CN(C)C=1C=CN=CC1 (DMAP). Product: C(OC=1C(=NC=CC1OC)C(N[C@@H]1C(O[C@H]([C@@H]([C@H](COC1)CC1=CC=CC=C1)OCC(C)C)C)=O)=O)(OC(C)C)=O (2-(((3S,7S,8R,9S)-7-benzyl-8-isobutoxy-9-methyl-2-oxo-1,5-dioxonan-3-yl)carbamoyl)-4-methoxypyridin-3-yl isopropyl carbonate). Isolated yield 44.0%. As a reaction SMILES: [CH2:1]([C@@H:8]1[C@@H:16]([O:17][CH2:18][CH:19](O)[CH3:20])[C@H:15]([CH3:22])[O:14][C:13](=[O:23])[C@@H:12]([NH:24][C:25](=[O:35])[C:26]2[C:31]([OH:32])=[C:30]([O:33][CH3:34])[CH:29]=[CH:28][N:27]=2)[CH2:11][O:10][CH2:9]1)[C:2]1[CH:7]=[CH:6][CH:5]=[CH:4][CH:3]=1.Cl[C:37]([O:39][CH:40]([CH3:42])[CH3:41])=[O:38].[CH2:43](Cl)Cl>CN(C1C=CN=CC=1)C>[C:37](=[O:38])([O:39][CH:40]([CH3:42])[CH3:41])[O:32][C:31]1[C:26]([C:25](=[O:35])[NH:24][C@H:12]2[CH2:11][O:10][CH2:9][C@H:8]([CH2:1][C:2]3[CH:7]=[CH:6][CH:5]=[CH:4][CH:3]=3)[C@@H:16]([O:17][CH2:18][CH:19]([CH3:20])[CH3:43])[C@H:15]([CH3:22])[O:14][C:13]2=[O:23])=[N:27][CH:28]=[CH:29][C:30]=1[O:33][CH3:34]. Procedure details: To a solution of N-((3S,7S,8R,9S)-7-benzyl-8-(2-hydroxypropoxy)-9-methyl-2-oxo-1,5-dioxonan-3-yl)-3-hydroxy-4-methoxypicolinamide (160 mg, 0.33 mmol) in CH2Cl2 (2 mL) were added isopropyl chloroformate (44 mg, 0.36 mmol) and DMAP (44 mg, 0.36 mmol) at 0° C., and the solution was allowed to warm to room temperature overnight. The crude reaction mixture was concentrated and the residue purified via flash chromatography (SiO2, 50% EtOAc/hexanes) to furnish the product (83 mg, 44%) as white foam: IR... Product: CC(C)Oc1ccc(-c2ncc(-c3cccc4c3CCC4NS(=O)(=O)CCN3CCCC(O)C3)s2)cc1C#N. As a reaction SMILES: [C:1](#[N:2])[c:3]1[cH:4][c:5](-[c:13]2[s:14][c:15](-[c:18]3[c:19]4[c:23]([cH:24][cH:25][cH:26]3)[CH:22]([NH:27][S:28](=[O:29])(=[O:30])[CH:31]=[CH2:32])[CH2:21][CH2:20]4)[cH:16][n:17]2)[cH:6][cH:7][c:8]1[O:9][CH:10]([CH3:11])[CH3:12].[ClH:33].[NH:34]1[CH2:35][CH:36]([OH:40])[CH2:37][CH2:38][CH2:39]1.[O:41]=[CH:42][N:43]([CH3:44])[CH3:45]>>[C:1](#[N:2])[c:3]1[cH:4][c:5](-[c:13]2[s:14][c:15](-[c:18]3[c:19]4[c:23]([cH:24][cH:25][cH:26]3)[CH:22]([NH:27][S:28](=[O:29])(=[O:30])[CH2:31][CH2:32][N:34]3[CH2:35][CH:36]([OH:40])[CH2:37][CH2:38][CH2:39]3)[CH2:21][CH2:20]4)[cH:16][n:17]2)[cH:6][cH:7][c:8]1[O:9][CH:10]([CH3:11])[CH3:12]. Starting materials: C=CS(=O)(=O)NC1CCc2c(-c3cnc(-c4ccc(OC(C)C)c(C#N)c4)s3)cccc21, Cl, OC1CCCNC1, CN(C)C=O. Reactants: [Br-], O=CCCc1cn(C(c2ccccc2)(c2ccccc2)c2ccccc2)cn1, c1ccc(CCC[P+](c2ccccc2)(c2ccccc2)c2ccccc2)cc1, C(=CCCc1c[nH]cn1)CCc1ccccc1. Yields the product c1ccc(CCCCCCc2c[nH]cn2)cc1. RXN SMILES: [Br-:29].[c:1]1([C:2]([c:3]2[cH:4][cH:5][cH:6][cH:7][cH:8]2)([c:9]2[cH:10][cH:11][cH:12][cH:13][cH:14]2)[n:15]2[cH:16][c:17]([CH2:18][CH2:19][CH:20]=[O:21])[n:22][cH:23]2)[cH:24][cH:25][cH:26][cH:27][cH:28]1.[c:30]1([CH2:31][CH2:32][CH2:33][P+:34]([c:35]2[cH:36][cH:37][cH:38][cH:39][cH:40]2)([c:41]2[cH:42][cH:43][cH:44][cH:45][cH:46]2)[c:47]2[cH:48][cH:49][cH:50][cH:51][cH:52]2)[cH:53][cH:54][cH:55][cH:56][cH:57]1.[nH:58]1[cH:59][n:60][c:61]([CH2:63][CH2:64][CH:65]=[CH:66][CH2:67][CH2:68][c:69]2[cH:70][cH:71][cH:72][cH:73][cH:74]2)[cH:62]1>>[nH:58]1[cH:59][n:60][c:61]([CH2:63][CH2:64][CH2:65][CH2:66][CH2:67][CH2:68][c:69]2[cH:70][cH:71][cH:72][cH:73][cH:74]2)[cH:62]1.